The task is: describe an organic reaction: reactants, conditions, products, and yield. This data is from the Open Reaction Database (ORD), a public repository of structured organic reaction records. Starting materials: Cc1cc(N2CC(S(=O)(=O)c3ccccc3C(F)(F)F)CC2C(=O)NC2(C#N)CC2)n(C2CCN(C(=O)OCc3ccccc3)CC2)n1, CCO. The product is Cc1cc(N2CC(S(=O)(=O)c3ccccc3C(F)(F)F)CC2C(=O)NC2(C#N)CC2)n(C2CCNCC2)n1. RXN SMILES: [CH2:1]([O:2][C:3](=[O:4])[N:11]1[CH2:12][CH2:13][CH:14]([n:17]2[n:18][c:19]([CH3:48])[cH:20][c:21]2[N:22]2[CH:23]([C:40]([NH:41][C:42]3([C:45]#[N:46])[CH2:43][CH2:44]3)=[O:47])[CH2:24][CH:25]([S:27](=[O:28])(=[O:29])[c:30]3[c:31]([C:36]([F:37])([F:38])[F:39])[cH:32][cH:33][cH:34][cH:35]3)[CH2:26]2)[CH2:15][CH2:16]1)[c:5]1[cH:6][cH:7][cH:8][cH:9][cH:10]1.[CH3:49][CH2:50][OH:51]>>[NH:11]1[CH2:12][CH2:13][CH:14]([n:17]2[n:18][c:19]([CH3:48])[cH:20][c:21]2[N:22]2[CH:23]([C:40]([NH:41][C:42]3([C:45]#[N:46])[CH2:43][CH2:44]3)=[O:47])[CH2:24][CH:25]([S:27](=[O:28])(=[O:29])[c:30]3[c:31]([C:36]([F:37])([F:38])[F:39])[cH:32][cH:33][cH:34][cH:35]3)[CH2:26]2)[CH2:15][CH2:16]1. The reactants are N=1C=C(N2C1SC1=C2CCCCC1)C(C)=O (6,7,8,9-tetrahydro-5H-cyclohept [d]imidazo[2,1-b]thiazol-3-yl ethanone), FC1=CC=C(C=O)C=C1 (4-fluorobenzaldehyde). The product is FC1=CC=C(C=C1)/C=C/C(=O)C1=CN=C2SC3=C(N21)CCCCC3 (6,7,8,9-Tetrahydro-[2-(4-fluorophenyl)-E-ethenyl]-5H-cyclohept [d]imidazo[2,1-b]thiazol-3-yl methanone). Reaction SMILES: [N:1]1[CH:2]=[C:3]([C:14](=[O:16])[CH3:15])[N:4]2[C:8]3[CH2:9][CH2:10][CH2:11][CH2:12][CH2:13][C:7]=3[S:6][C:5]=12.[F:17][C:18]1[CH:25]=[CH:24][C:21]([CH:22]=O)=[CH:20][CH:19]=1>>[F:17][C:18]1[CH:25]=[CH:24][C:21](/[CH:22]=[CH:15]/[C:14]([C:3]2[N:4]3[C:5]([S:6][C:7]4[CH2:13][CH2:12][CH2:11][CH2:10][CH2:9][C:8]=43)=[N:1][CH:2]=2)=[O:16])=[CH:20][CH:19]=1. Reported procedure: This compound was prepared as in EXAMPLE 15 by condensation of 1-(6,7,8,9-tetrahydro-5H-cyclohept [d]imidazo[2,1-b]thiazol-3-yl ethanone (Formula N-4) with 4-fluorobenzaldehyde to provide 6,7,8,9-Tetrahydro-[2-(4-fluorophenyl)-E-ethenyl]-5H-cyclohept [d]imidazo[2,1-b]thiazol-3-yl methanone (Formula N-5, X=4-fluoro), 3.1 g, m.p. 187-188°. The product is C(C1=CC=CC=C1)OC1=CC=C(C=C1)C1=NNC2=NC=CN=C21 (3-[4-(Benzyloxy)phenyl]-1H-pyrazolo[3,4-b]pyrazine). Reported procedure: To a solution of [4-(benzyloxy)phenyl](3-chloropyrazin-2-yl)methanone (1.23 g) in EtOH (20 mL) was added hydrazine hydrate (0.37 mL) at room temperature, and the mixture was refluxed for 2 h. The mixture was concentrated under reduced pressure. The residue was partitioned between AcOEt/THF (1/1) and saturated NaHCO3 aqueous solution. The organic layer was dried over Na2SO4, filtered and concentrated under reduced pressure. The residual crystals were recrystallized from THF/AcOEt to give the titl... Starting materials: C(C1=CC=CC=C1)OC1=CC=C(C=C1)C(=O)C1=NC=CN=C1Cl ([4-(benzyloxy)phenyl](3-chloropyrazin-2-yl)methanone), O.NN (hydrazine hydrate). The solvent is CCO (EtOH). Reaction SMILES: [CH2:1]([O:8][C:9]1[CH:14]=[CH:13][C:12]([C:15]([C:17]2[C:22](Cl)=[N:21][CH:20]=[CH:19][N:18]=2)=O)=[CH:11][CH:10]=1)[C:2]1[CH:7]=[CH:6][CH:5]=[CH:4][CH:3]=1.O.[NH2:25][NH2:26]>CCO>[CH2:1]([O:8][C:9]1[CH:14]=[CH:13][C:12]([C:15]2[C:17]3[C:22](=[N:21][CH:20]=[CH:19][N:18]=3)[NH:26][N:25]=2)=[CH:11][CH:10]=1)[C:2]1[CH:7]=[CH:6][CH:5]=[CH:4][CH:3]=1 |f:1.2|. Starting materials: O=C1CCN(CC1)C(=O)OC(C)(C)C (Tert-butyl 4-oxo-1-piperidinecarboxylate), C(C)(=O)O (acetic acid), C(#N)[BH3-].[Na+] (sodium cyanoborohydride), [OH-].[Na+] (NaOH), mixture, FC=1C=C(N)C=CC1 (3-fluoroaniline). Solvent: CO (MeOH). Run at temperature 0 celsius. Product: FC=1C=C(NC2CCN(CC2)C(=O)OC(C)(C)C)C=CC1 (tert-butyl 4-(3-fluoroanilino)-1-piperidinecarboxylate). Yield: 64.6%. As a reaction SMILES: [F:1][C:2]1[CH:3]=[C:4]([CH:6]=[CH:7][CH:8]=1)[NH2:5].O=[C:10]1[CH2:15][CH2:14][N:13]([C:16]([O:18][C:19]([CH3:22])([CH3:21])[CH3:20])=[O:17])[CH2:12][CH2:11]1.C(O)(=O)C.C([BH3-])#N.[Na+].[OH-].[Na+]>CO>[F:1][C:2]1[CH:3]=[C:4]([CH:6]=[CH:7][CH:8]=1)[NH:5][CH:10]1[CH2:15][CH2:14][N:13]([C:16]([O:18][C:19]([CH3:22])([CH3:21])[CH3:20])=[O:17])[CH2:12][CH2:11]1 |f:3.4,5.6|. Procedure details: 3-fluoroaniline (40 g) was dissolved in MeOH and the solution was cooled to 0° C. Tert-butyl 4-oxo-1-piperidinecarboxylate (79 g, 1.1 eq), acetic acid (26.8 ml, 1.3 eq) and sodium cyanoborohydride (29 g, 1.3 eq, portionwise) were added successively to the solution. The reaction mixture was stirred at room temperature until completion. The reaction mixture was then cooled to 0° C. and an aqueous solution of NaOH (20%) was poured into the mixture (pH˜10). The precipitate was filtered off, washed w... Reactants: C(#N)C1=CC=C(C=C1C1=CC(=CC=C1)C=O)CNC(=O)C1=CC(=CC=C1)C(=O)NCC=1C(=C2C(=NC1CC)N(N=C2)CC)NC2CCOCC2 (N-[(6-Cyano-3′-formyl-3-biphenylyl)methyl]-N′-{[1,6-diethyl-4-(tetrahydro-2H-pyran-4-ylamino)-1H-pyrazolo[3,4-b]pyridin-5-yl]methyl}-1,3-benzenedicarboxamide), [C@@H]12N(C[C@@H](NC1)C2)C(=O)OC(C)(C)C (1,1-dimethylethyl (1S,4S)-2,5-diazabicyclo[2.2.1]heptane-2-carboxylate), C(C)(=O)O[BH-](OC(C)=O)OC(C)=O.[Na+] (sodium triacetoxyborohydride), CC(=O)O (AcOH). Solvent: C(Cl)Cl (DCM). Reaction conditions: time 8 hour. Product: C(#N)C1=CC=C(C=C1C1=CC(=CC=C1)CN1[C@@H]2CN[C@H](C1)C2)CNC(=O)C2=CC(=CC=C2)C(=O)NCC=2C(=C1C(=NC2CC)N(N=C1)CC)NC1CCOCC1 (N-({6-Cyano-3′-[(1S,4S)-2,5-diazabicyclo [2.2.1]hept-2-ylmethyl]-3-biphenylyl}methyl)-N′-{[1,6-diethyl-4-(tetrahydro-2H-pyran-4-ylamino)-1H-pyrazolo[3,4-b]pyridin-5-yl]methyl}-1,3-benzenedicarboxamide). RXN SMILES: [C:1]([C:3]1[C:8]([C:9]2[CH:14]=[CH:13][CH:12]=[C:11]([CH:15]=O)[CH:10]=2)=[CH:7][C:6]([CH2:17][NH:18][C:19]([C:21]2[CH:26]=[CH:25][CH:24]=[C:23]([C:27]([NH:29][CH2:30][C:31]3[C:32]([NH:44][CH:45]4[CH2:50][CH2:49][O:48][CH2:47][CH2:46]4)=[C:33]4[CH:41]=[N:40][N:39]([CH2:42][CH3:43])[C:34]4=[N:35][C:36]=3[CH2:37][CH3:38])=[O:28])[CH:22]=2)=[O:20])=[CH:5][CH:4]=1)#[N:2].[C@H:51]12[CH2:57][C@H:54]([NH:55][CH2:56]1)[CH2:53][N:52]2C(OC(C)(C)C)=O.C(O[BH-](OC(=O)C)OC(=O)C)(=O)C.[Na+].CC(O)=O>C(Cl)Cl>[C:1]([C:3]1[C:8]([C:9]2[CH:14]=[CH:13][CH:12]=[C:11]([CH2:15][N:52]3[CH2:53][C@@H:54]4[CH2:57][C@H:51]3[CH2:56][NH:55]4)[CH:10]=2)=[CH:7][C:6]([CH2:17][NH:18][C:19]([C:21]2[CH:26]=[CH:25][CH:24]=[C:23]([C:27]([NH:29][CH2:30][C:31]3[C:32]([NH:44][CH:45]4[CH2:50][CH2:49][O:48][CH2:47][CH2:46]4)=[C:33]4[CH:41]=[N:40][N:39]([CH2:42][CH3:43])[C:34]4=[N:35][C:36]=3[CH2:37][CH3:38])=[O:28])[CH:22]=2)=[O:20])=[CH:5][CH:4]=1)#[N:2] |f:2.3|. Procedure details: N-[(6-Cyano-3′-formyl-3-biphenylyl)methyl]-N′-{[1,6-diethyl-4-(tetrahydro-2H-pyran-4-ylamino)-1H-pyrazolo[3,4-b]pyridin-5-yl]methyl}-1,3-benzenedicarboxamide (108 mg, 0.000161 mol) in DCM (4 mL) and 1,1-dimethylethyl (1S,4S)-2,5-diazabicyclo[2.2.1]heptane-2-carboxylate (46 mg, 0.00023 mol) were mixed with sodium triacetoxyborohydride (68.3 mg, 0.00032 mol) and AcOH (11.6 mg, 11 μL). The solution was stirred overnight at room temperature. LC-MS showed that the reaction was complete. The reaction ... Reactants: Cl.Cl.N1C=C(C2=CC=CC=C12)C1CCC(CC1)NC(C(=O)N)C1CCNCC1 (2-[4-(1H-Indol-3-yl)-cyclohexylamino]-2-piperidin-4-yl-acetamide dihydrochloride), FC=1C=C(/C=C/C(=O)O)C=CC1F (trans-3,4-difluorocinnamic acid). Yields the product N1C=C(C2=CC=CC=C12)C1CCC(CC1)NC(C(=O)N)C1CCN(CC1)C(\C=C\C1=CC(=C(C=C1)F)F)=O (2-[4-(1H-Indol-3-yl)-cyclohexylamino]-2-[1-(trans-3,4-difluorocinnamoyl)-piperidin-4-yl]-acetamide). RXN SMILES: Cl.Cl.[NH:3]1[C:11]2[C:6](=[CH:7][CH:8]=[CH:9][CH:10]=2)[C:5]([CH:12]2[CH2:17][CH2:16][CH:15]([NH:18][CH:19]([CH:23]3[CH2:28][CH2:27][NH:26][CH2:25][CH2:24]3)[C:20]([NH2:22])=[O:21])[CH2:14][CH2:13]2)=[CH:4]1.[F:29][C:30]1[CH:31]=[C:32]([CH:38]=[CH:39][C:40]=1[F:41])/[CH:33]=[CH:34]/[C:35](O)=[O:36]>>[NH:3]1[C:11]2[C:6](=[CH:7][CH:8]=[CH:9][CH:10]=2)[C:5]([CH:12]2[CH2:17][CH2:16][CH:15]([NH:18][CH:19]([CH:23]3[CH2:24][CH2:25][N:26]([C:35](=[O:36])/[CH:34]=[CH:33]/[C:32]4[CH:38]=[CH:39][C:40]([F:41])=[C:30]([F:29])[CH:31]=4)[CH2:27][CH2:28]3)[C:20]([NH2:22])=[O:21])[CH2:14][CH2:13]2)=[CH:4]1 |f:0.1.2|. Procedure: The title compound was prepared from the product of Example 1, step J (142 mg, 0.333 mmol), and trans-3,4-difluorocinnamic acid, by the method of Example 1, step K, giving a yellow solid for the more polar chromatographic product, which was still a mixture of stereoisomers by NMR and LCMS. Mass spectrum (LCMS, ESI pos.) calcd. for C30H34F2N4O2: 521 (M+H). Found: 521.2. 1H NMR (CHLOROFORM-d) δ: 7.95-8.03 (m, 1H), 7.62 (dd, J=7.7, 3.9 Hz, 1H), 7.55 (dd, J=15.4, 6.8 Hz, 1H), 7.30-7.39 (m, 2H), 7.06... Starting materials: CCCC(=O)C1CCCN(Cc2ccc(OC)cc2)C1, [Cl-], [K+], NN, [NH4+], [OH-], O, OCCOCCO. Product: CCCCC1CCCN(Cc2ccc(OC)cc2)C1. As a reaction SMILES: [CH3:1][O:2][c:3]1[cH:4][cH:5][c:6]([CH2:7][N:8]2[CH2:9][CH:10]([C:14]([CH2:15][CH2:16][CH3:17])=[O:18])[CH2:11][CH2:12][CH2:13]2)[cH:19][cH:20]1.[Cl-:26].[K+:22].[NH2:24][NH2:25].[NH4+:27].[OH-:21].[OH2:23].[OH:28][CH2:29][CH2:30][O:31][CH2:32][CH2:33][OH:34]>>[CH3:1][O:2][c:3]1[cH:4][cH:5][c:6]([CH2:7][N:8]2[CH2:9][CH:10]([CH2:14][CH2:15][CH2:16][CH3:17])[CH2:11][CH2:12][CH2:13]2)[cH:19][cH:20]1. Reaction SMILES: N1C=CC=CC=1.[CH3:7][S:8](Cl)(=[O:10])=[O:9].CN(C1C=CC=CN=1)C.[NH2:21][C:22]1[C:39]([OH:40])=[CH:38][C:25]2[CH2:26][CH2:27][N:28]([C:31]([O:33][C:34]([CH3:37])([CH3:36])[CH3:35])=[O:32])[CH2:29][CH2:30][C:24]=2[CH:23]=1>C(Cl)Cl>[OH:40][C:39]1[C:22]([NH:21][S:8]([CH3:7])(=[O:10])=[O:9])=[CH:23][C:24]2[CH2:30][CH2:29][N:28]([C:31]([O:33][C:34]([CH3:36])([CH3:37])[CH3:35])=[O:32])[CH2:27][CH2:26][C:25]=2[CH:38]=1. Yields the product OC1=CC2=C(CCN(CC2)C(=O)OC(C)(C)C)C=C1NS(=O)(=O)C (1,1-dimethylethyl 7-hydroxy-8-[(methylsulfonyl)amino]-1,2,4,5-tetrahydro-3H-3-benzazepine-3-carboxylate). The solvent is C(Cl)Cl (DCM). Reactants: N1=CC=CC=C1 (Pyridine), CS(=O)(=O)Cl (methanesulfonyl chloride), CN(C)C1=NC=CC=C1 (dimethylaminopyridine), NC1=CC2=C(CCN(CC2)C(=O)OC(C)(C)C)C=C1O (1,1-dimethylethyl 7-amino-8-hydroxy-1,2,4,5-tetrahydro-3H-3-benzazepine-3-carboxylate). Conditions: time 8 hour. Reported procedure: Pyridine (0.17 ml), methanesulfonyl chloride (0.16 ml) and dimethylaminopyridine (catalytic quantity) were added at 0° C. to a solution in DCM (10 ml) of 1,1-dimethylethyl 7-amino-8-hydroxy-1,2,4,5-tetrahydro-3H-3-benzazepine-3-carboxylate (0.5 g). The solution was stirred at room temperature overnight. Volatiles were evaporated under reduced pressure and the residue was partitioned between aqueous NaHCO3 and DCM. The organic layer was concentrated and submitted to column chromatography to provi... The reactants are C(C)OC(=O)C1CCC(N(C2=C1C=C(C=C2)Cl)C(C2=C(C=C(C=C2)NC(C2=C(C=CC=C2)C)=O)C)=O)=C (5-ethoxycarbonyl-methylidene-7-chloro-1-[2-methyl-4-(2-methylbenzoylamino)-benzoyl]-2,3,4,5-tetrahydro-1H-benzoazepine), O1CCCC1 (tetrahydrofuran), CO (methanol), [BH4-].[Na+] (sodium borohydride). Reagents/catalysts: O.O.O.O.O.O.[Ni](Cl)Cl (nickel chloride hexahydrate). Yields the product C(C)OC(=O)CC1CCCN(C2=C1C=C(C=C2)Cl)C(C2=C(C=C(C=C2)NC(C2=C(C=CC=C2)C)=O)C)=O (5-ethoxycarbonylmethyl-7-chloro-1-[2-methyl-4-(2-methylbenzoylamino)benzoyl]-2,3,4,5-tetrahydro-1H-benzoazepine). Reaction SMILES: [O:1]1[CH2:5][CH2:4][CH2:3][CH2:2]1.C(OC([CH:11]1[C:17]2[CH:18]=[C:19]([Cl:22])[CH:20]=[CH:21][C:16]=2[N:15]([C:23](=[O:41])[C:24]2[CH:29]=[CH:28][C:27]([NH:30][C:31](=[O:39])[C:32]3[CH:37]=[CH:36][CH:35]=[CH:34][C:33]=3[CH3:38])=[CH:26][C:25]=2[CH3:40])[C:14](=C)[CH2:13][CH2:12]1)=O)C.[BH4-].[Na+].C[OH:46]>O.O.O.O.O.O.[Ni](Cl)Cl>[CH2:2]([O:1][C:5]([CH2:4][CH:11]1[C:17]2[CH:18]=[C:19]([Cl:22])[CH:20]=[CH:21][C:16]=2[N:15]([C:23](=[O:41])[C:24]2[CH:29]=[CH:28][C:27]([NH:30][C:31](=[O:39])[C:32]3[CH:37]=[CH:36][CH:35]=[CH:34][C:33]=3[CH3:38])=[CH:26][C:25]=2[CH3:40])[CH2:14][CH2:13][CH2:12]1)=[O:46])[CH3:3] |f:2.3,5.6.7.8.9.10.11|. Procedure: In 30 ml of a 1:1 mixture of tetrahydrofuran and methanol were dissolved 0.30 g of 5-ethoxycarbonyl-methylidene-7-chloro-1-[2-methyl-4-(2-methylbenzoylamino)-benzoyl]-2,3,4,5-tetrahydro-1H-benzoazepine and 0.55 g of nickel chloride hexahydrate. Thereto was slowly added 0.26 g of sodium borohydride with ice-cooling and stirring. The mixture was stirred for 10 minutes with ice-cooling. The resulting insolubles were removed by filtration with Celite. The filtrate was concentrated. The residue was p... Reported procedure: A mixture of 2-chloro-3-methylbenzoic acid (25.0 g, 0.146 mol), conc. sulfuric acid (2 mL) and methanol (160 mL) was stirred 80° C. for 3 hr. The reaction mixture was concentrated, and the residue was diluted with ethyl acetate, and neutralized with 8N aqueous sodium hydroxide solution. The organic layer was separated, washed with saturated brine, dried over anhydrous magnesium sulfate, and filtered through a pad filled with basic silica gel. The solvent was concentrated under reduced pressure t... Reaction conditions: temperature 80 celsius, time 3 hour. RXN SMILES: [Cl:1][C:2]1[C:10]([CH3:11])=[CH:9][CH:8]=[CH:7][C:3]=1[C:4]([OH:6])=[O:5].S(=O)(=O)(O)O.[CH3:17]O>>[Cl:1][C:2]1[C:10]([CH3:11])=[CH:9][CH:8]=[CH:7][C:3]=1[C:4]([O:6][CH3:17])=[O:5]. The reactants are ClC1=C(C(=O)O)C=CC=C1C (2-chloro-3-methylbenzoic acid), S(O)(O)(=O)=O (sulfuric acid), CO (methanol). Yields the product ClC1=C(C(=O)OC)C=CC=C1C (methyl 2-chloro-3-methylbenzoate). Yield: 66.0%.